From a dataset of the Open Reaction Database (ORD), a public repository of structured organic reaction records. describe an organic reaction: reactants, conditions, products, and yield Procedure details: Ethyl 6-chloro-4-(1-methyl-1H-benzo[d]imidazol-4-ylamino)pyridazine-3-carboxylate (285 mg, 859 μmol) was suspended in ammonia (7M in methanol, 7.87 g, 10.0 mL, 70.0 mmol). The flask was sealed and stirred at room temperature for 18 h. The solvent was evaporated and the residue dried in high vacuum to give 6-chloro-4-(1-methyl-1H-benzo[d]imidazol-4-ylamino)pyridazine-3-carboxamide (260 mg, 100%) as an off-white solid. 1H NMR (DMSO-d6) δ: 11.36 (s, 1H), 8.74 (s, 1H), 8.22 (s, 1H), 8.09 (s, 1H), 7.... Run at time 18 hour. As a reaction SMILES: [Cl:1][C:2]1[N:7]=[N:6][C:5]([C:8](OCC)=[O:9])=[C:4]([NH:13][C:14]2[C:22]3[N:21]=[CH:20][N:19]([CH3:23])[C:18]=3[CH:17]=[CH:16][CH:15]=2)[CH:3]=1.[NH3:24]>>[Cl:1][C:2]1[N:7]=[N:6][C:5]([C:8]([NH2:24])=[O:9])=[C:4]([NH:13][C:14]2[C:22]3[N:21]=[CH:20][N:19]([CH3:23])[C:18]=3[CH:17]=[CH:16][CH:15]=2)[CH:3]=1. Reactants: ClC1=CC(=C(N=N1)C(=O)OCC)NC1=CC=CC=2N(C=NC21)C (Ethyl 6-chloro-4-(1-methyl-1H-benzo[d]imidazol-4-ylamino)pyridazine-3-carboxylate), N (ammonia). The yield is 100.0%. The product is ClC1=CC(=C(N=N1)C(=O)N)NC1=CC=CC=2N(C=NC21)C (6-chloro-4-(1-methyl-1H-benzo[d]imidazol-4-ylamino)pyridazine-3-carboxamide).